This data is from the Open Reaction Database (ORD), a public repository of structured organic reaction records. The task is: describe an organic reaction: reactants, conditions, products, and yield The reactants are FC1=CC=C(C=C1)S(=O)(=O)Cl (4-fluorobenzenesulfonyl chloride), Cl.S1C(=NC=C1)C1=CC=C(CN)C=C1 (4-(thiazol-2-yl)benzylamine hydrochloride), Cl.C1(=CC=CC=C1)C1=CC=C(N=N1)CN ((6-phenylpyridazin-3-ylmethyl)amine hydrochloride). The product is FC1=CC=C(C=C1)S(=O)(=O)NCC1=CC=C(C=C1)C=1SC=CN1 (4-Fluoro-N-[4-(thiazol-2-yl)benzyl]benzenesulfonamide). The yield is 85.5%. RXN SMILES: [F:1][C:2]1[CH:7]=[CH:6][C:5]([S:8](Cl)(=[O:10])=[O:9])=[CH:4][CH:3]=1.Cl.[S:13]1[CH:17]=[CH:16][N:15]=[C:14]1[C:18]1[CH:25]=[CH:24][C:21]([CH2:22][NH2:23])=[CH:20][CH:19]=1.Cl.C1(C2N=NC(CN)=CC=2)C=CC=CC=1>>[F:1][C:2]1[CH:7]=[CH:6][C:5]([S:8]([NH:23][CH2:22][C:21]2[CH:20]=[CH:19][C:18]([C:14]3[S:13][CH:17]=[CH:16][N:15]=3)=[CH:25][CH:24]=2)(=[O:10])=[O:9])=[CH:4][CH:3]=1 |f:1.2,3.4|. Reported procedure: Reaction and post-treatment were carried out in the same manner as in Reference Example 2-(d) except for using 4-fluorobenzenesulfonyl chloride (278 mg, 1.42 mmol) in place of 3-pyridylsulfonyl chloride, and using 4-(thiazol-2-yl)benzylamine hydrochloride (364 mg, 1.38 mmol) obtained in Reference Example 4-(d) in place of (6-phenylpyridazin-3-ylmethyl)amine hydrochloride to afford the title compound (411 mg) as a slightly yellow solid. (Yield: 85%)